From a dataset of the Open Reaction Database (ORD), a public repository of structured organic reaction records. describe an organic reaction: reactants, conditions, products, and yield Yields the product NC1=C(C(=O)NC2=CC=CC=C2)C=C(C=C1)Br (2-amino-5-bromo-N-phenylbenzamide). Solvent: C1(=CC=CC=C1)C (toluene). As a reaction SMILES: [NH2:1][C:2]1[CH:10]=[CH:9][C:8]([Br:11])=[CH:7][C:3]=1[C:4]([OH:6])=O.O=S(Cl)Cl>C1(C)C=CC=CC=1>[NH2:1][C:2]1[CH:10]=[CH:9][C:8]([Br:11])=[CH:7][C:3]=1[C:4]([NH:1][C:2]1[CH:10]=[CH:9][CH:8]=[CH:7][CH:3]=1)=[O:6]. Reactants: NC1=C(C(=O)O)C=C(C=C1)Br (2-amino-5-bromo-benzoic acid), O=S(Cl)Cl (SOCl2). Conditions: temperature 130 celsius, time 2 hour. Procedure: A mixture of 2-amino-5-bromo-benzoic acid (2 g, 9.26 mmol) and SOCl2 (4 mL) in toluene (20 mL) was stirred at 130° C. for 2 h. After being concentrated, the residue was dissolved in tetrahydrofuran (50 mL) and phenylamine was added dropwise at 0° C. Then the reaction mixture was heated to 90° C. for 4 h. The mixture was cooled to room temperature, quenched with saturated aqueous K2CO3 (20 mL) and extracted with ethyl acetate (50 mL*3), the combined organic layers were washed with brine, dried ov... Isolated yield 209.2%. Starting materials: ClC(=CCl)OC1=C(C=CC=C1)S(=O)(=O)N (2-(1,2-Dichloroethen-1-yloxy)benzenesulfonamide), C(CCC)N=C=O (n-butyl isocyanate), C([O-])([O-])=O.[K+].[K+] (potassium carbonate). Solvent: O1CCCC1 (tetrahydrofuran). Product: C(CCC)NC(=O)NS(=O)(=O)C1=C(C=CC=C1)OC(=CCl)Cl (N-(n-Butylaminocarbonyl)-2-(1,2-dichloroethen-1-yloxy)benzenesulfonamide). Isolated yield 74.4%. RXN SMILES: [Cl:1][C:2]([O:5][C:6]1[CH:11]=[CH:10][CH:9]=[CH:8][C:7]=1[S:12]([NH2:15])(=[O:14])=[O:13])=[CH:3][Cl:4].[CH2:16]([N:20]=[C:21]=[O:22])[CH2:17][CH2:18][CH3:19].C(=O)([O-])[O-].[K+].[K+]>O1CCCC1>[CH2:16]([NH:20][C:21]([NH:15][S:12]([C:7]1[CH:8]=[CH:9][CH:10]=[CH:11][C:6]=1[O:5][C:2]([Cl:1])=[CH:3][Cl:4])(=[O:13])=[O:14])=[O:22])[CH2:17][CH2:18][CH3:19] |f:2.3.4|. Procedure details: 2-(1,2-Dichloroethen-1-yloxy)benzenesulfonamide (13.4 g), 12.4 g of n-butyl isocyanate and 15.2 g of anhydrous potassium carbonate were combined in 200 ml of dry tetrahydrofuran and heated to reflux for three hours. The mixture was then cooled to room temperature, filtered and the solvent removed by evaporation. The residue and precipitate were recombined and dissolved in 600 ml of water and the mixture acidified with 10% hydrochloric acid. The resultant precipitate was removed by filtration, wa... Starting materials: CC(C)CN, CCO, Nc1nc(Cl)cc(Cl)n1. The product is CC(C)CNc1cc(Cl)nc(N)n1. As a reaction SMILES: [CH2:10]([CH:11]([CH3:12])[CH3:13])[NH2:14].[CH3:15][CH2:16][OH:17].[NH2:1][c:2]1[n:3][c:4]([Cl:9])[cH:5][c:6]([Cl:8])[n:7]1>>[NH2:1][c:2]1[n:3][c:4]([NH:14][CH2:10][CH:11]([CH3:12])[CH3:13])[cH:5][c:6]([Cl:8])[n:7]1.